This data is from the Open Reaction Database (ORD), a public repository of structured organic reaction records. The task is: describe an organic reaction: reactants, conditions, products, and yield The reactants are C1(=CC=C(C=C1)NC=1C(=CC=CC1)C1=CC=CC=C1)C1=CC=CC=C1 (N-([1,1′-biphenyl]-4-yl)-[1,1′-biphenyl]-2-amine), BrC1=CC=C(C=C1)C1=CC=C(C=C1)Br (4,4′-dibromobiphenyl), CC(C)([O-])C.[Na+] (sodium tert-butoxide), C1(=CC=CC=C1)P(C1=CC=CC=C1)C1=CC=CC=C1 (triphenylphosphine). The reagents and catalysts are CC(=O)[O-].CC(=O)[O-].[Pd+2] (Pd(OAc)2). Yields the product C1(=CC=C(C=C1)N(C=1C(=CC=CC1)C1=CC=CC=C1)C1=CC=C(C=C1)C1=CC=C(C=C1)Br)C1=CC=CC=C1 (N-([1,1′-biphenyl]-4-yl)-N-(4′-bromo-[1,1′-biphenyl]-4-yl)-[1,1′-biphenyl]-2-amine). Isolated yield 72.4%. RXN SMILES: C1(P(C2C=CC=CC=2)C2C=CC=CC=2)C=CC=CC=1.[C:20]1([C:39]2[CH:44]=[CH:43][CH:42]=[CH:41][CH:40]=2)[CH:25]=[CH:24][C:23]([NH:26][C:27]2[C:28]([C:33]3[CH:38]=[CH:37][CH:36]=[CH:35][CH:34]=3)=[CH:29][CH:30]=[CH:31][CH:32]=2)=[CH:22][CH:21]=1.[Br:45][C:46]1[CH:51]=[CH:50][C:49]([C:52]2[CH:57]=[CH:56][C:55](Br)=[CH:54][CH:53]=2)=[CH:48][CH:47]=1.CC(C)([O-])C.[Na+]>CC([O-])=O.CC([O-])=O.[Pd+2]>[C:20]1([C:39]2[CH:40]=[CH:41][CH:42]=[CH:43][CH:44]=2)[CH:25]=[CH:24][C:23]([N:26]([C:55]2[CH:54]=[CH:53][C:52]([C:49]3[CH:48]=[CH:47][C:46]([Br:45])=[CH:51][CH:50]=3)=[CH:57][CH:56]=2)[C:27]2[C:28]([C:33]3[CH:38]=[CH:37][CH:36]=[CH:35][CH:34]=3)=[CH:29][CH:30]=[CH:31][CH:32]=2)=[CH:22][CH:21]=1 |f:3.4,5.6.7|. Procedure details: Toluene (250 mL) was bubbled with nitrogen for 15 min, followed by addition of triphenylphosphine (0.2 g, 0.8 mmol) and Pd(OAc)2 (0.05 g, 0.2 mmol). The mixture was bubbled with nitrogen for 15 min, then N-([1,1′-biphenyl]-4-yl)-[1,1′-biphenyl]-2-amine (3.4 g, 10.5 mmol), 4,4′-dibromobiphenyl (6.6 g, 21.0 mmol), sodium tert-butoxide (2.0 g, 21.0 mmol) were added. The mixture was bubbled with nitrogen for 15 min and refluxed for 12 h. After cooling, the reaction mixture was filtered through a sil... Reactants: C1CCOC1, COC(=O)c1cc(Cl)c(Cl)cc1[N+](=O)[O-], CO, Cl, [Li+], [OH-]. The product is O=C(O)c1cc(Cl)c(Cl)cc1[N+](=O)[O-]. As a reaction SMILES: [CH2:19]1[O:20][CH2:21][CH2:22][CH2:23]1.[CH3:1][O:2][C:3]([c:4]1[c:5]([N+:12](=[O:13])[O-:14])[cH:6][c:7]([Cl:11])[c:8]([Cl:10])[cH:9]1)=[O:15].[CH3:24][OH:25].[ClH:18].[Li+:17].[OH-:16]>>[O:2]=[C:3]([c:4]1[c:5]([N+:12](=[O:13])[O-:14])[cH:6][c:7]([Cl:11])[c:8]([Cl:10])[cH:9]1)[OH:15]. Product: C(C1=CC=CC=C1)OC(=O)N[C@@H](C(C)C)C(=O)OCCC1=CC=C(C(=O)OCCl)C=C1 (Chloromethyl 4-(2-N-benzyloxycarbonyl-L-valyloxyethyl)benzoate). Conditions: time 2 hour. Reaction SMILES: [CH2:1]([O:8][C:9]([NH:11][C@H:12]([C:16]([O:18][CH2:19][CH2:20][C:21]1[CH:29]=[CH:28][C:24]([C:25]([OH:27])=[O:26])=[CH:23][CH:22]=1)=[O:17])[CH:13]([CH3:15])[CH3:14])=[O:10])[C:2]1[CH:7]=[CH:6][CH:5]=[CH:4][CH:3]=1.[OH-].C([N+](CCCC)(CCCC)CCCC)CCC.I[CH2:49][Cl:50]>O1CCOCC1>[CH2:1]([O:8][C:9]([NH:11][C@H:12]([C:16]([O:18][CH2:19][CH2:20][C:21]1[CH:29]=[CH:28][C:24]([C:25]([O:27][CH2:49][Cl:50])=[O:26])=[CH:23][CH:22]=1)=[O:17])[CH:13]([CH3:15])[CH3:14])=[O:10])[C:2]1[CH:3]=[CH:4][CH:5]=[CH:6][CH:7]=1 |f:1.2|. Solvent: O1CCOCC1 (1,4-dioxane). Reported procedure: To a solution of 4-(2-N-benzyloxycarbonyl-L-valyloxyethyl)benzoic acid (2.0 g, 5.0 mmole) in 1,4-dioxane (20 ml) was added a 40% solution of tetrabutylammonium hydroxide (3.1 g, 4.75 mmole) and the mixture was stirred 2 hours at room temperature. The mixture was evaporated under reduced pressure and coevaporated two times with 1,4-dioxane and two times with toluene. The dried product was dissolved in dichloromethane (10 ml) and iodochloromethane (13.2 g, 75 mmole) was added. The solution was sti... Reactants: C(C1=CC=CC=C1)OC(=O)N[C@@H](C(C)C)C(=O)OCCC1=CC=C(C(=O)O)C=C1 (4-(2-N-benzyloxycarbonyl-L-valyloxyethyl)benzoic acid), solution, [OH-].C(CCC)[N+](CCCC)(CCCC)CCCC (tetrabutylammonium hydroxide), ICCl (iodochloromethane).